From a dataset of the Open Reaction Database (ORD), a public repository of structured organic reaction records. describe an organic reaction: reactants, conditions, products, and yield As a reaction SMILES: [NH:1]1[C:11]2=[C:12]3[C:7](=[CH:8][CH:9]=[CH:10]2)[CH:6]=[CH:5][CH2:4][N:3]3[C:2]1=[O:13].CC(C)([O-])C.[K+].C1COCC1.[CH2:25](Br)[C:26]1[CH:31]=[CH:30][CH:29]=[CH:28][CH:27]=1>CN(C=O)C.O.C(OC)(C)(C)C>[CH2:25]([N:1]1[C:11]2=[C:12]3[C:7](=[CH:8][CH:9]=[CH:10]2)[CH:6]=[CH:5][CH2:4][N:3]3[C:2]1=[O:13])[C:26]1[CH:31]=[CH:30][CH:29]=[CH:28][CH:27]=1 |f:1.2|. Procedure: A mixture of 4H-imidazo[4,5,1-ij]quinolin-2(1H)-one (I, J. Heterocyclic Chem., 19, 837-49 (1982), 1.0g, 5.8mmol) in DMF (10 ml) is cooled to 0° and treated with potassium t-butoxide in THF (1.98 M, 3.2 ml, 6.3 mmol) maintaining the reaction temperature at 0°. The resulting mixture is stirred at 0° for 10 minutes. Benzyl bromide (0.73 ml, 6.1 mmol) is then added while maintaining the reaction temperature at methyl t-butyl ether (MTBE) from water followed by several water washes. The MTBE phase is... Solvent: CN(C)C=O (DMF), O (water), C(C)(C)(C)OC (methyl t-butyl ether), O (water). Run at time 10 minute. Product: C(C1=CC=CC=C1)N1C(N2CC=CC3=CC=CC1=C23)=O (1-Benzyl-4H-imidazo[4,5,1-ij]quinolin-2(1H)-one). Starting materials: C(C1=CC=CC=C1)Br (Benzyl bromide), CC(C)([O-])C.[K+] (potassium t-butoxide), C1CCOC1 (THF), N1C(N2CC=CC3=CC=CC1=C23)=O (4H-imidazo[4,5,1-ij]quinolin-2(1H)-one). The reactants are C(C1=CC=CC=C1)N1CC2=C(CC(C1=O)CC(=O)O)C=CC(=C2)OCCCN(C(=O)OC(C)(C)C)C2=NC=CC=C2 ((±)-2-benzyl-3-oxo-8-[3-[N-(pyridin-2-yl)-N-(tert-butoxycarbonyl)amino]-1-propyloxy]-2,3,4,5-tetrahydro-1H-2-benzazepine-4-acetic acid), O=C1N(CC2=C(CC1CC(=O)O)C=CC(=C2)OCCCN(C(=O)OC(C)(C)C)C2=NC=CC=C2)CC2=CC=C(C=C2)C(F)(F)F ((±)-3-oxo-8-[3-[N-(pyridin-2-yl)-N-(tert-butoxycarbonyl)amino]-1-propyloxy]-2-(4-trifluoromethylbenzyl)-2,3,4,5-tetrahydro-1H-2-benzazepine-4-acetic acid), C(F)(F)(F)C(=O)O (CF3CO2H). Solvent: O (H2O). The product is C(C1=CC=CC=C1)N1CC2=C(CC(C1=O)CC(=O)O)C=CC(=C2)OCCCNC2=NC=CC=C2 ((±)-2-Benzyl-3-oxo-8-[3-(pyridin-2-ylamino)-1-propyloxy]-2,3,4,5-tetrahydro-1H-2-benzazepine-4-acetic acid). Isolated yield 40.0%. As a reaction SMILES: [CH2:1]([N:8]1[C:14](=[O:15])[CH:13]([CH2:16][C:17]([OH:19])=[O:18])[CH2:12][C:11]2[CH:20]=[CH:21][C:22]([O:24][CH2:25][CH2:26][CH2:27][N:28]([C:36]3[CH:41]=[CH:40][CH:39]=[CH:38][N:37]=3)C(OC(C)(C)C)=O)=[CH:23][C:10]=2[CH2:9]1)[C:2]1[CH:7]=[CH:6][CH:5]=[CH:4][CH:3]=1.O=C1C(CC(O)=O)CC2C=CC(OCCCN(C3C=CC=CN=3)C(OC(C)(C)C)=O)=CC=2CN1CC1C=CC(C(F)(F)F)=CC=1.C(C(O)=O)(F)(F)F>O>[CH2:1]([N:8]1[C:14](=[O:15])[CH:13]([CH2:16][C:17]([OH:19])=[O:18])[CH2:12][C:11]2[CH:20]=[CH:21][C:22]([O:24][CH2:25][CH2:26][CH2:27][NH:28][C:36]3[CH:41]=[CH:40][CH:39]=[CH:38][N:37]=3)=[CH:23][C:10]=2[CH2:9]1)[C:2]1[CH:7]=[CH:6][CH:5]=[CH:4][CH:3]=1. Reported procedure: According to the procedure of Example 25(a) except substituting (±)-2-benzyl-3-oxo-8-[3-[N-(pyridin-2-yl)-N-(tert-butoxycarbonyl)amino]-1-propyloxy]-2,3,4,5-tetrahydro-1H-2-benzazepine-4-acetic acid for the (±)-3-oxo-8-[3-[N-(pyridin-2-yl)-N-(tert-butoxycarbonyl)amino]-1-propyloxy]-2-(4-trifluoromethylbenzyl)-2,3,4,5-tetrahydro-1H-2-benzazepine-4-acetic acid, the title compound (0.014 g, 40%) was prepared: MS (ES) m/e 460.4 (M+H)+. Anal. Calcd for C27H29N3O4.CF3CO2H.2 H2O: C, 57.14; H, 5.62; N, ... Reactants: CC(=O)O, CCOC(C)=O, COc1cc(Cl)ccc1O, O=[N+]([O-])O. The product is COc1cc(Cl)cc([N+](=O)[O-])c1O. As a reaction SMILES: [CH3:15][C:16](=[O:17])[OH:18].[CH3:19][CH2:20][O:21][C:22](=[O:23])[CH3:24].[Cl:1][c:2]1[cH:3][c:4]([O:9][CH3:10])[c:5]([OH:8])[cH:6][cH:7]1.[OH:11][N+:12]([O-:13])=[O:14]>>[Cl:1][c:2]1[cH:3][c:4]([O:9][CH3:10])[c:5]([OH:8])[c:6]([N+:12](=[O:11])[O-:13])[cH:7]1. Run at temperature 120 celsius. Procedure: 2-Chloro-4,5-dimethoxybenzoic acid (0.5 g, 2.3 mmol) and PCl5 (0.54 g, 2.6 mmol) were placed in a round bottomed flask fitted with a reflux condenser. The mixture was heated in an oil bath at 120° C. for 70 min. The mixture was allowed to cool and the formed phosphorus oxychloride was removed under vacuum to give 0.52 g (96%) of 2-chloro-4,5-dimethoxybenzoyl chloride as a solid. 2-Chloro-4,5-dimethoxybenzoyl chloride (0.52 g, 2.2 mmol) was treated in a manner similar to that for Example 32 step ... Starting materials: ClC1=C(C(=O)O)C=C(C(=C1)OC)OC (2-Chloro-4,5-dimethoxybenzoic acid), P(Cl)(Cl)(Cl)(Cl)Cl (PCl5). As a reaction SMILES: [Cl:1][C:2]1[CH:10]=[C:9]([O:11][CH3:12])[C:8]([O:13][CH3:14])=[CH:7][C:3]=1[C:4](O)=[O:5].P(Cl)(Cl)(Cl)(Cl)[Cl:16]>>[Cl:1][C:2]1[CH:10]=[C:9]([O:11][CH3:12])[C:8]([O:13][CH3:14])=[CH:7][C:3]=1[C:4]([Cl:16])=[O:5]. The product is ClC1=C(C(=O)Cl)C=C(C(=C1)OC)OC (2-chloro-4,5-dimethoxybenzoyl chloride). Yield: 96.2%. Reactants: FC(C1=NC2=C(N1C1=NC(=NC(=N1)N1CCOCC1)N1CCNCC1)C=CC=C2OC)F (2-(difluoromethyl)-4-methoxy-1-[4-(4-morpholinyl)-6-(1-piperazinyl)-1,3,5-triazin-2-yl]-1H-benzimidazole), ClCCS(=O)(=O)Cl (2-chloroethanesulfonyl chloride), O (water), C(Cl)Cl.CCOC(=O)C (CH2Cl2 EtOAc). Reagents/catalysts: CN(C)C=1C=CN=CC1 (DMAP). Solvent: N1=CC=CC=C1 (pyridine). Conditions: temperature 0 celsius, time 2 hour. Yields the product FC(C1=NC2=C(N1C1=NC(=NC(=N1)N1CCOCC1)N1CCN(CC1)S(=O)(=O)C=C)C=CC=C2OC)F (2-(difluoromethyl)-4-methoxy-1-{4-(4-morpholinyl)-6-[4-(vinylsulfonyl)-1-piperazinyl]-1,3,5-triazin-2-yl}-1H-benzimidazole). The yield is 68.2%. As a reaction SMILES: [F:1][CH:2]([F:32])[C:3]1[N:7]([C:8]2[N:13]=[C:12]([N:14]3[CH2:19][CH2:18][O:17][CH2:16][CH2:15]3)[N:11]=[C:10]([N:20]3[CH2:25][CH2:24][NH:23][CH2:22][CH2:21]3)[N:9]=2)[C:6]2[CH:26]=[CH:27][CH:28]=[C:29]([O:30][CH3:31])[C:5]=2[N:4]=1.Cl[CH2:34][CH2:35][S:36](Cl)(=[O:38])=[O:37].O.C(Cl)Cl.CCOC(C)=O>CN(C1C=CN=CC=1)C.N1C=CC=CC=1>[F:32][CH:2]([F:1])[C:3]1[N:7]([C:8]2[N:13]=[C:12]([N:14]3[CH2:15][CH2:16][O:17][CH2:18][CH2:19]3)[N:11]=[C:10]([N:20]3[CH2:25][CH2:24][N:23]([S:36]([CH:35]=[CH2:34])(=[O:38])=[O:37])[CH2:22][CH2:21]3)[N:9]=2)[C:6]2[CH:26]=[CH:27][CH:28]=[C:29]([O:30][CH3:31])[C:5]=2[N:4]=1 |f:3.4|. Procedure: A solution of 0.224 g (0.5 mmol) of 2-(difluoromethyl)-4-methoxy-1-[4-(4-morpholinyl)-6-(1-piperazinyl)-1,3,5-triazin-2-yl]-1H-benzimidazole (Example 2) and 25 mg of DMAP in 10 mL of pyridine was cooled to 0° C. and 0.122 g (0.75 mmol) of 2-chloroethanesulfonyl chloride was added dropwise over 5 min. The mixture was stirred at 0° C. for 2 hrs and water was added to give a precipitate which was collected and dried. Chromatography on silica eluting with CH2Cl2/EtOAc (4:1) gave 183 mg (31% yield) o... Starting materials: C(C1=CC=CC=C1)(=O)Cl (benzoyl chloride), Peptide, NC(CCSC)C(=O)O (DL-methionine), [OH-].[Na+] (NaOH). The solvent is O (water). Conditions: time 2 hour. The product is C(C1=CC=CC=C1)(=O)N[C@@H](CCSC)C(=O)O (N-benzoylmethionine). As a reaction SMILES: [NH2:1][CH:2]([C:7]([OH:9])=[O:8])[CH2:3][CH2:4][S:5][CH3:6].[OH-].[Na+].[C:12](Cl)(=[O:19])[C:13]1[CH:18]=[CH:17][CH:16]=[CH:15][CH:14]=1>O>[C:12]([NH:1][C@H:2]([C:7]([OH:9])=[O:8])[CH2:3][CH2:4][S:5][CH3:6])(=[O:19])[C:13]1[CH:18]=[CH:17][CH:16]=[CH:15][CH:14]=1 |f:1.2|. Reported procedure: In accordance with the literature (J. Peptide Sci., 2001, 7, 619-625), 10 g of DL-methionine was added to 20 ml of water and 11.5 ml of 6 N NaOH, and dissolved therein. While keeping pH at 10.5 to 11.5, 8.6 ml of benzoyl chloride was added thereto, and the mixture was stirred at room temperature for two hours. The resulting reaction mixture was filtrated and then washed with diethyl ether. Concentrated hydrochloric acid was gradually added to adjust the pH to 1 to precipitate a crystal. The crys... The reactants are CC(C)(C)OC(=O)N1CCC(c2cccc3c2oc2ccccc23)C(OCc2ccc3ccccc3c2)C1, Cl. Yields the product Cl, c1ccc2cc(COC3CNCCC3c3cccc4c3oc3ccccc34)ccc2c1. RXN SMILES: [C:1]([O:2][C:3](=[O:4])[N:8]1[CH2:9][CH:10]([O:27][CH2:28][c:29]2[cH:30][c:31]3[cH:32][cH:33][cH:34][cH:35][c:36]3[cH:37][cH:38]2)[CH:11]([c:14]2[cH:15][cH:16][cH:17][c:18]3[c:19]2[o:20][c:21]2[c:22]3[cH:23][cH:24][cH:25][cH:26]2)[CH2:12][CH2:13]1)([CH3:5])([CH3:6])[CH3:7].[ClH:39]>>[ClH:39].[NH:8]1[CH2:9][CH:10]([O:27][CH2:28][c:29]2[cH:30][c:31]3[cH:32][cH:33][cH:34][cH:35][c:36]3[cH:37][cH:38]2)[CH:11]([c:14]2[cH:15][cH:16][cH:17][c:18]3[c:19]2[o:20][c:21]2[c:22]3[cH:23][cH:24][cH:25][cH:26]2)[CH2:12][CH2:13]1.